This data is from the Open Reaction Database (ORD), a public repository of structured organic reaction records. The task is: describe an organic reaction: reactants, conditions, products, and yield Starting materials: FC1=C(C(=O)O)C=CC(=C1)C (2-fluoro-4-methylbenzoic acid), CO (methanol), S(O)(O)(=O)=O (sulfuric acid). Yields the product FC1=C(C(=O)OC)C=CC(=C1)C (methyl 2-fluoro-4-methylbenzoate). Reaction SMILES: [F:1][C:2]1[CH:10]=[C:9]([CH3:11])[CH:8]=[CH:7][C:3]=1[C:4]([OH:6])=[O:5].S(=O)(=O)(O)O.[CH3:17]O>>[F:1][C:2]1[CH:10]=[C:9]([CH3:11])[CH:8]=[CH:7][C:3]=1[C:4]([O:6][CH3:17])=[O:5]. Reported procedure: 15.4 g of 2-fluoro-4-methylbenzoic acid was dissolved in 200 mL of methanol, and 10.0 mL of concentrated sulfuric acid was added thereto, followed by heating with reflux overnight. The reaction liquid was cooled to room temperature and then concentrated to about 50 mL, and water was added thereto, followed by extraction with ethyl acetate. The organic layer was washed with water and saturated brine, and then dried over anhydrous magnesium sulfate. The solvent was evaporated, and the obtained res... Reactants: [H-] (hydride), [B] (boron), [Na] (sodium), C(C)(C)O (isopropanol), [OH-].[K+] (potassium hydroxide), solution, Cl (hydrochloric acid), C(C)(C)O (isopropanol), C1(CCC(N1)=O)=O (succinimide), C(C)(C)O (isopropanol). Reaction conditions: temperature -10 celsius, time 4 hour. Product: C(C)(C)OC1CCC(N1)=O (5-isopropoxy pyrrolidin-2-one). As a reaction SMILES: [C:1]1(=[O:7])[NH:5][C:4](=[O:6])[CH2:3][CH2:2]1.[H-].[B].[Na].Cl.[OH-].[K+].[CH:14](O)([CH3:16])[CH3:15]>>[CH:14]([O:6][CH:4]1[NH:5][C:1](=[O:7])[CH2:2][CH2:3]1)([CH3:16])[CH3:15] |f:5.6,^1:9|. Procedure details: 28.4 g of succinimide in 1200 cm3 of isopropanol is cooled to -10° C., 32.8 g of hydride of boron and sodium is added, and after agitating for 4 hours at 0°/-10° C., there is added a 2N solution of hydrochloric acid in isopropanol, adjusting the pH to 2-3. This is maintained for 2 hours at 0° C., then neutralised with a solution of potassium hydroxide in isopropanol. The solvent is evaporated under reduced pressure, the residue is taken up with chloroform, concentrated to dryness under reduced p...